Dataset: the Open Reaction Database (ORD), a public repository of structured organic reaction records. Task: describe an organic reaction: reactants, conditions, products, and yield Reactants: N\C(=C/C(=O)[O-])\C (3-aminocrotonate), C(CC(=O)C)(=O)OCCC#N (2-cyanoethyl acetoacetate), [N+](=O)([O-])C1=C(C=O)C=CC=C1 (2-nitrobenzaldehyde). Yields the product C(#N)CCOC(=O)C1=C(NC(=C(C1C1=C(C=CC=C1)[N+](=O)[O-])C(=O)O)C)C (2,6-dimethyl-4-(2-nitrophenyl)-1,4-dihydropyridine-3,5-dicarboxylic acid 3-(2-cyanoethyl) ester). The yield is 86.8%. Procedure details: 10.2 g of 3-nitratopropyl 3-aminocrotonate, 7.8 g of 2-cyanoethyl acetoacetate and 7.7 g of 2-nitrobenzaldehyde in 77 ml of isopropyl alcohol were heated at reflux for 8 hours, and the isopropyl alcohol was evaporated under reduced pressure. The residue was applied to a silica gel column chromatography (eluent: dichloromethane) and recrystallized from a mixture of dichloromethane and diethyl ether to give 16.2 g of 2,6-dimethyl-4-(2-nitrophenyl)-1,4-dihydropyridine-3,5-dicarboxylic acid 3-(2-cya... As a reaction SMILES: [NH2:1]/[C:2](/[CH3:7])=[CH:3]\[C:4]([O-:6])=[O:5].[C:8]([O:14][CH2:15][CH2:16][C:17]#[N:18])(=[O:13])[CH2:9][C:10]([CH3:12])=O.[N+:19]([C:22]1[CH:29]=[CH:28][CH:27]=[CH:26][C:23]=1[CH:24]=O)([O-:21])=[O:20]>C(O)(C)C>[C:17]([CH2:16][CH2:15][O:14][C:8]([C:9]1[CH:24]([C:23]2[CH:26]=[CH:27][CH:28]=[CH:29][C:22]=2[N+:19]([O-:21])=[O:20])[C:3]([C:4]([OH:6])=[O:5])=[C:2]([CH3:7])[NH:1][C:10]=1[CH3:12])=[O:13])#[N:18]. Run in C(C)(C)O (isopropyl alcohol). RXN SMILES: [CH3:15][S+:16]([CH3:17])[CH3:18].[CH3:19][S:20]([CH3:21])=[O:22].[CH3:3][C:4]1([CH3:13])[C:5](=[O:12])[CH:6]([CH3:11])[CH2:7][CH2:8][CH:9]1[CH3:10].[Cl-:14].[Na+:2].[OH-:1]>>[CH3:3][C:4]1([CH3:13])[C:5]2([CH:6]([CH3:11])[CH2:7][CH2:8][CH:9]1[CH3:10])[O:12][CH2:15]2. The product is CC1CCC(C)C2(CO2)C1(C)C. Starting materials: C[S+](C)C, CS(C)=O, CC1CCC(C)C(C)(C)C1=O, [Cl-], [Na+], [OH-]. Reactants: CC=1C=C(C(=CC1C)N)N (4,5-Dimethyl-benzene-1,2-diamine), C([O-])(O)=O.[Na+] (sodium bicarbonate), FC(C(C(=O)O)O)(F)F (3,3,3-trifluoro-2-hydroxy-propionic acid), Cl (HCl). Solvent: O (water), C(C)(=O)OCC (ethyl acetate). Reaction conditions: temperature 108 celsius. Product: CC1=CC2=C(NC(=N2)C(C(F)(F)F)O)C=C1C (1-(5,6-Dimethyl-1H-benzoimidazol-2-yl-)2,2,2-trifluoro-ethanol). Reaction SMILES: [CH3:1][C:2]1[CH:3]=[C:4]([NH2:10])[C:5]([NH2:9])=[CH:6][C:7]=1[CH3:8].[F:11][C:12]([F:19])([F:18])[CH:13]([OH:17])[C:14](O)=O.Cl.C(=O)(O)[O-].[Na+]>O.C(OCC)(=O)C>[CH3:1][C:2]1[C:7]([CH3:8])=[CH:6][C:5]2[NH:9][C:14]([CH:13]([OH:17])[C:12]([F:19])([F:18])[F:11])=[N:10][C:4]=2[CH:3]=1 |f:3.4|. Procedure details: 4,5-Dimethyl-benzene-1,2-diamine (5.04 g; 37.0 mmoles) and 3,3,3-trifluoro-2-hydroxy-propionic acid (8.01 g; 55.6 mmoles) were suspended in 6N HCl (9 mL; 54 mmoles) under a nitrogen atmosphere. The reaction was stirred vigorously and heated to 108° C. for 18 hrs, then cooled to room temperature. The reaction was diluted with water (100 mL) and with ethyl acetate (100 mL), then sodium bicarbonate (6.90 g; 81.00 mmoles) was added slowly and in portions to quench the reaction. The aqueous layer was... Reactants: C1=CC=CC=C1.C=CC (benzene propylene), C=CC (propylene), [Mg] (magnesium). The solvent is C1=CC=CC=C1 (benzene). Product: C1(=CC=CC=C1)C(C)C (cumene). As a reaction SMILES: [CH:1]1[CH:6]=[CH:5][CH:4]=[CH:3][CH:2]=1.[CH2:7]=[CH:8][CH3:9].C=CC.[Mg]>C1C=CC=CC=1>[C:1]1([CH:8]([CH3:9])[CH3:7])[CH:6]=[CH:5][CH:4]=[CH:3][CH:2]=1 |f:0.1|. Procedure details: A benzene-propylene alkylation process which comprises contacting benzene with a propylene feedstock, at alkylation conditions comprising a temperature of from about 100° to 275° C., a pressure of from about 100 kPa to 13 MPa, and a liquid hourly space velocity of from about 0.5 to 50 hr-1, with a catalytic composition comprising a MgAPSO molecular sieve, said sieve comprising from about 0.003 to 0.035 mol fraction of magnesium in the microporous crystalline framework structure, to obtain a cume... Reactants: CC(C)(C)C(=Cc1ccc(C(=C2CCCCCC2)c2cccc(O)c2)cc1F)C(=O)[O-], ClCCl, O=C(O)C(F)(F)F. Product: O=C(O)C=Cc1ccc(C(=C2CCCCCC2)c2cccc(O)c2)cc1F. RXN SMILES: [CH3:1][C:2]([CH3:3])([CH3:4])[C:5]([C:6](=[O:7])[O-:8])=[CH:9][c:10]1[c:11]([F:31])[cH:12][c:13]([C:16]([c:17]2[cH:18][c:19]([OH:23])[cH:20][cH:21][cH:22]2)=[C:24]2[CH2:25][CH2:26][CH2:27][CH2:28][CH2:29][CH2:30]2)[cH:14][cH:15]1.[Cl:39][CH2:40][Cl:41].[F:32][C:33]([F:34])([F:35])[C:36]([OH:37])=[O:38]>>[CH:5]([C:6](=[O:7])[OH:8])=[CH:9][c:10]1[c:11]([F:31])[cH:12][c:13]([C:16]([c:17]2[cH:18][c:19]([OH:23])[cH:20][cH:21][cH:22]2)=[C:24]2[CH2:25][CH2:26][CH2:27][CH2:28][CH2:29][CH2:30]2)[cH:14][cH:15]1. Product: ClC1=NC=CC=2C1=NC(=C(N2)C)O (5-chloro-2-methylpyrido[3,4-b]pyrazin-3-ol). Reactants: NC=1C(=NC=CC1N)Cl (3,4-diamino-2-chloropyridine), C(C(=O)C)(=O)O (pyruvic acid). Run at temperature 50 celsius. Reported procedure: A mixture of 3,4-diamino-2-chloropyridine (2.1 g, 14.63 mmol) (Sigma Aldich) and pyruvic acid (1.22 mL, 17.55 mmol) (Acros, New Jersey) in MeOH (40 mL) in a sealed glass tube was heated at 50° C. for 2 h. The mixture was cooled to RT and the solvent was removed in vacuo. The residue was triturated with ether and the suspension was filtered to give 1.88 g of crude product. MS (ESI, pos. ion) m/z: 196.1 (M+1). Isolated yield 65.7%. As a reaction SMILES: [NH2:1][C:2]1[C:3]([Cl:9])=[N:4][CH:5]=[CH:6][C:7]=1[NH2:8].[C:10](O)(=[O:14])[C:11]([CH3:13])=O>CO>[Cl:9][C:3]1[C:2]2=[N:1][C:10]([OH:14])=[C:11]([CH3:13])[N:8]=[C:7]2[CH:6]=[CH:5][N:4]=1. The solvent is CO (MeOH). Starting materials: C1(=CC=CC2=CC=CC=C12)S(=O)(=O)N[C@H](C(=O)O)CNC(C1=CC=C(C=C1)CCC(NC=1NCCCN1)=O)=O ((2S)-2-(naphthalene-1-sulfonylamino)-3-(4-(2-(1,4,5,6-tetrahydropyrimidin-2-ylcarbamoyl)-ethyl)-benzoylamino)-propionic acid), S(O)(O)(=O)=O (sulfuric acid). The solvent is C(C(C)C)O (isobutanol). Run at time 24 hour. Yields the product C(C(C)C)OC([C@H](CNC(C1=CC=C(C=C1)CCC(NC=1NCCCN1)=O)=O)NS(=O)(=O)C1=CC=CC2=CC=CC=C12)=O ((2S)-2-(Naphthalene-1-sulfonylamino)-3-(4-(2-(1,4,5,6-tetrahydropyrimidin-2-ylcarbamoyl)-ethyl)-benzoylamino)-propionic acid isobutyl ester). Reaction SMILES: [C:1]1([S:11]([NH:14][C@@H:15]([CH2:19][NH:20][C:21](=[O:39])[C:22]2[CH:27]=[CH:26][C:25]([CH2:28][CH2:29][C:30](=[O:38])[NH:31][C:32]3[NH:33][CH2:34][CH2:35][CH2:36][N:37]=3)=[CH:24][CH:23]=2)[C:16]([OH:18])=[O:17])(=[O:13])=[O:12])[C:10]2[C:5](=[CH:6][CH:7]=[CH:8][CH:9]=2)[CH:4]=[CH:3][CH:2]=1.S(=O)(=O)(O)O>C(O)C(C)C>[CH2:4]([O:17][C:16](=[O:18])[C@@H:15]([NH:14][S:11]([C:1]1[C:10]2[C:5](=[CH:6][CH:7]=[CH:8][CH:9]=2)[CH:4]=[CH:3][CH:2]=1)(=[O:13])=[O:12])[CH2:19][NH:20][C:21](=[O:39])[C:22]1[CH:27]=[CH:26][C:25]([CH2:28][CH2:29][C:30](=[O:38])[NH:31][C:32]2[NH:37][CH2:36][CH2:35][CH2:34][N:33]=2)=[CH:24][CH:23]=1)[CH:5]([CH3:10])[CH3:6]. Procedure details: 600 mg of (2S)-2-(naphthalene-1-sulfonylamino)-3-(4-(2-(1,4,5,6-tetrahydropyrimidin-2-ylcarbamoyl)-ethyl)-benzoylamino)-propionic acid was dissolved in 12 ml of isobutanol and 0.1 ml of concentrated sulfuric acid was added. The reaction solution was boiled for 24 hours. The solvent was removed in vacuo, and the residue was chromatographed on silica gel eluting with dichloromethane/methanol/acetic acid/water (9/1/0.1/0.1). The product was dissolved in acetic acid/water and lyophilized. Yield 250 ...